This data is from the Open Reaction Database (ORD), a public repository of structured organic reaction records. The task is: describe an organic reaction: reactants, conditions, products, and yield Reactants: C(C1=CC=CC=C1)OCCCOC=1C=NC(=NC1)C1C(CN(CC1)C(=O)OC(C)(C)C)O (tert-butyl (3RS,4RS)-4-[5-(3-benzyloxy-propoxy)-pyrimidin-2-yl]-3-hydroxy-piperidine-1-carboxylate), BrCC1=CC2=CC=CC=C2C=C1 (2-bromomethyl-naphthalene), [H-].[Na+] (sodium hydride). Solvent: C(Cl)Cl (methylene chloride), CN(C=O)C (N,N-dimethylformamide). Conditions: time 18 hour. Yields the product C(C1=CC=CC=C1)OCCCOC=1C=NC(=NC1)C1C(CN(CC1)C(=O)OC(C)(C)C)OCC1=CC2=CC=CC=C2C=C1 (tert-butyl (3RS,4RS)-4-[5-(3-benzyloxy-propoxy)-pyrimidin-2-yl]-3-(naphthalen-2-ylmethoxy)-piperidine-1-carboxylate). The yield is 76.1%. Reaction SMILES: [CH2:1]([O:8][CH2:9][CH2:10][CH2:11][O:12][C:13]1[CH:14]=[N:15][C:16]([CH:19]2[CH2:24][CH2:23][N:22]([C:25]([O:27][C:28]([CH3:31])([CH3:30])[CH3:29])=[O:26])[CH2:21][CH:20]2[OH:32])=[N:17][CH:18]=1)[C:2]1[CH:7]=[CH:6][CH:5]=[CH:4][CH:3]=1.Br[CH2:34][C:35]1[CH:44]=[CH:43][C:42]2[C:37](=[CH:38][CH:39]=[CH:40][CH:41]=2)[CH:36]=1.[H-].[Na+]>CN(C)C=O.C(Cl)Cl>[CH2:1]([O:8][CH2:9][CH2:10][CH2:11][O:12][C:13]1[CH:14]=[N:15][C:16]([CH:19]2[CH2:24][CH2:23][N:22]([C:25]([O:27][C:28]([CH3:29])([CH3:31])[CH3:30])=[O:26])[CH2:21][CH:20]2[O:32][CH2:34][C:35]2[CH:44]=[CH:43][C:42]3[C:37](=[CH:38][CH:39]=[CH:40][CH:41]=3)[CH:36]=2)=[N:17][CH:18]=1)[C:2]1[CH:7]=[CH:6][CH:5]=[CH:4][CH:3]=1 |f:2.3|. Reported procedure: A solution of 40 mg (0.09 mmol) of tert-butyl (3RS,4RS)-4-[5-(3-benzyloxy-propoxy)-pyrimidin-2-yl]-3-hydroxy-piperidine-1-carboxylate and 23 mg (0.1 mmol) of 2-bromomethyl-naphthalene in 5 ml of N,N-dimethylformamide was treated with 5 mg (0.1 mmol) of sodium hydride (50% dispersion in oil) and stirred at room temperature for 18 hours. For the working-up, the reaction mixture was evaporated under reduced pressure, the residue obtained was taken up in 3 ml of methylene chloride and the solution w... Starting materials: COc1cccc(-c2ccc3c(-c4nc5ccccc5[nH]4)n[nH]c3c2)c1, COc1cccc(B(O)O)c1, COc1c(O)cccc1-c1ccc2c(-c3nc4ccccc4[nH]3)n[nH]c2c1. Product: Oc1cccc(-c2ccc3c(-c4nc5ccccc5[nH]4)n[nH]c3c2)c1. Reaction SMILES: [CH3:1][O:2][c:3]1[cH:4][c:5](-[c:9]2[cH:10][cH:11][c:12]3[c:13](-[c:18]4[n:19][c:20]5[c:21]([nH:22]4)[cH:23][cH:24][cH:25][cH:26]5)[n:14][nH:15][c:16]3[cH:17]2)[cH:6][cH:7][cH:8]1.[CH3:27][O:28][c:29]1[cH:30][c:31]([B:32]([OH:33])[OH:34])[cH:35][cH:36][cH:37]1.[CH3:38][O:39][c:40]1[c:41]([OH:42])[cH:43][cH:44][cH:45][c:46]1-[c:47]1[cH:48][c:49]2[c:50]([c:51](-[c:52]3[nH:53][c:54]4[cH:55][cH:56][cH:57][cH:58][c:59]4[n:60]3)[n:61][nH:62]2)[cH:63][cH:64]1>>[OH:2][c:3]1[cH:4][c:5](-[c:9]2[cH:10][cH:11][c:12]3[c:13](-[c:18]4[n:19][c:20]5[c:21]([nH:22]4)[cH:23][cH:24][cH:25][cH:26]5)[n:14][nH:15][c:16]3[cH:17]2)[cH:6][cH:7][cH:8]1.